This data is from the Open Reaction Database (ORD), a public repository of structured organic reaction records. The task is: describe an organic reaction: reactants, conditions, products, and yield Reactants: CC#N, [K+], [K+], [K+], [K+], O, O=P([O-])([O-])O, O=S(=O)([O-])OOS(=O)(=O)[O-], COc1ccc(CN2C(=O)C(N=[N+]=[N-])C2c2ccccc2)c(OC)c1. The product is [N-]=[N+]=NC1C(=O)NC1c1ccccc1. RXN SMILES: [CH3:45][C:46]#[N:47].[K+:36].[K+:37].[K+:43].[K+:44].[OH2:48].[P:38]([O-:39])([O-:40])([OH:41])=[O:42].[S:26]([O:27][O:28][S:29]([O-:30])(=[O:31])=[O:32])([O-:33])(=[O:34])=[O:35].[c:1]1([CH:7]2[CH:8]([N:23]=[N+:24]=[N-:25])[C:9](=[O:22])[N:10]2[CH2:11][c:12]2[cH:13][cH:14][c:15]([O:16][CH3:17])[cH:18][c:19]2[O:20][CH3:21])[cH:2][cH:3][cH:4][cH:5][cH:6]1>>[c:1]1([CH:7]2[CH:8]([N:23]=[N+:24]=[N-:25])[C:9](=[O:22])[NH:10]2)[cH:2][cH:3][cH:4][cH:5][cH:6]1. Starting materials: COC(C1=CC=C(C=C1)CC(=O)C1=CC=C(C=C1)F)=O (methyl-4-[2-(4-fluorophenyl)-2-oxoethyl]benzoate), CC(C)([O-])C.[K+] (potassium tert-butoxide), BrCC1=CC=C(OC(C(=O)OC(C)(C)C)(F)F)C=C1 (tert-butyl 2-[4-(bromomethyl)phenoxy]-2,2-difluoroacetate). Reaction SMILES: [CH3:1][O:2][C:3](=[O:20])[C:4]1[CH:9]=[CH:8][C:7]([CH2:10][C:11]([C:13]2[CH:18]=[CH:17][C:16]([F:19])=[CH:15][CH:14]=2)=[O:12])=[CH:6][CH:5]=1.CC(C)([O-])C.[K+].Br[CH2:28][C:29]1[CH:45]=[CH:44][C:32]([O:33][C:34]([F:43])([F:42])[C:35]([O:37][C:38]([CH3:41])([CH3:40])[CH3:39])=[O:36])=[CH:31][CH:30]=1>C1COCC1>[C:38]([O:37][C:35](=[O:36])[C:34]([F:43])([F:42])[O:33][C:32]1[CH:31]=[CH:30][C:29]([CH2:28][CH:10]([C:7]2[CH:6]=[CH:5][C:4]([C:3]([O:2][CH3:1])=[O:20])=[CH:9][CH:8]=2)[C:11]([C:13]2[CH:14]=[CH:15][C:16]([F:19])=[CH:17][CH:18]=2)=[O:12])=[CH:45][CH:44]=1)([CH3:41])([CH3:39])[CH3:40] |f:1.2|. The solvent is C1CCOC1 (THF), C1CCOC1 (THF). Procedure details: To a solution of methyl-4-[2-(4-fluorophenyl)-2-oxoethyl]benzoate (0.150 g, 0.551 mmol) (Example 1, Step 2) in degassed THF at −20° C. was added potassium tert-butoxide (0.606 ml), followed by a solution of tert-butyl 2-[4-(bromomethyl)phenoxy]-2,2-difluoroacetate (H. Fretz, Tetrahedron 54, 4849, 1998) (0.203 g, 0.604 mmol) in THF (0.5 ml). The reaction was allowed to warm slowly to room temperature, and was then quenched with saturated ammonium acetate solution and extracted with ethyl acetate.... Yield: 60.4%. The product is C(C)(C)(C)OC(C(OC1=CC=C(CC(C(=O)C2=CC=C(C=C2)F)C2=CC=C(C(=O)OC)C=C2)C=C1)(F)F)=O (methyl 4-[1-{4-[2-(tert-butoxy)-1,1-difluoro-2-oxoethoxy]benzyl}-2-(4-fluorophenyl)-2-oxoethyl]benzoate). Reactants: 20.6, O1C(COC2=C1C=CC=C2)CN2CCC(CC2)C2(OCCO2)C (1-[(2,3-dihydro-1,4-benzodioxin-2-yl)methyl]-4-(2-methyl-1,3-dioxolan-2-yl)piperidine), Cl (hydrochloric acid), [OH-].[Na+] (sodium hydroxide). The product is O1C(COC2=C1C=CC=C2)CN2CCC(CC2)C(C)=O (1-[1-[(2,3-dihydro-1,4-benzodioxin-2-yl)methyl]-4-piperidinyl]ethanone), intermediate 87. The yield is 55.8%. Reaction SMILES: [O:1]1[C:6]2[CH:7]=[CH:8][CH:9]=[CH:10][C:5]=2[O:4][CH2:3][CH:2]1[CH2:11][N:12]1[CH2:17][CH2:16][CH:15]([C:18]2([CH3:23])OCC[O:19]2)[CH2:14][CH2:13]1.Cl.[OH-].[Na+]>>[O:1]1[C:6]2[CH:7]=[CH:8][CH:9]=[CH:10][C:5]=2[O:4][CH2:3][CH:2]1[CH2:11][N:12]1[CH2:13][CH2:14][CH:15]([C:18](=[O:19])[CH3:23])[CH2:16][CH2:17]1 |f:2.3|. Procedure: A mixture of 20.6 parts of 1-[(2,3-dihydro-1,4-benzodioxin-2-yl)methyl]-4-(2-methyl-1,3-dioxolan-2-yl)piperidine and 200 parts of a hydrochloric acid solution 2N was stirred and refluxed for 15 hours. After cooling, crushed ice was added. The whole was treated with a sodium hydroxide solution. The product was extracted with dichloromethane. The extract was dried, filtered and evaporated. The residue was purified by column chromatography over silica gel using a mixture of trichloromethane and met... Starting materials: O=C([O-])[O-], COC(=O)c1cc(OC)c(N)cc1F, CN1C(=O)C(F)(F)CN(C2CCCC2)c2nc(Cl)ncc21, [Cs+], [Cs+], CC(=O)[O-], CC(=O)[O-], C1COCCO1, [Pd+2]. Product: COC(=O)c1cc(OC)c(Nc2ncc3c(n2)N(C2CCCC2)CC(F)(F)C(=O)N3C)cc1F. As a reaction SMILES: [C:36](=[O:37])([O-:38])[O-:39].[CH3:22][O:23][C:24]([c:25]1[c:26]([F:34])[cH:27][c:28]([NH2:33])[c:29]([O:31][CH3:32])[cH:30]1)=[O:35].[Cl:1][c:2]1[n:3][cH:4][c:5]2[c:6]([n:21]1)[N:7]([CH:16]1[CH2:17][CH2:18][CH2:19][CH2:20]1)[CH2:8][C:9]([F:14])([F:15])[C:10](=[O:13])[N:11]2[CH3:12].[Cs+:40].[Cs+:41].[O-:43][C:44]([CH3:45])=[O:46].[O-:47][C:48]([CH3:49])=[O:50].[O:51]1[CH2:52][CH2:53][O:54][CH2:55][CH2:56]1.[Pd+2:42]>>[c:2]1([NH:33][c:28]2[cH:27][c:26]([F:34])[c:25]([C:24]([O:23][CH3:22])=[O:35])[cH:30][c:29]2[O:31][CH3:32])[n:3][cH:4][c:5]2[c:6]([n:21]1)[N:7]([CH:16]1[CH2:17][CH2:18][CH2:19][CH2:20]1)[CH2:8][C:9]([F:14])([F:15])[C:10](=[O:13])[N:11]2[CH3:12]. Starting materials: COC1=CC=C(C=C1)CCNC(C)=O (N-[2-(4-methoxyphenyl)ethyl]acetamide), [N+](=O)(O)[O-] (nitric acid), ice water. The solvent is C(C)(=O)O (acetic acid). Yields the product COC1=C(C=C(C=C1)CCNC(C)=O)[N+](=O)[O-] (N-[2-(4-methoxy-3-nitrophenyl)ethyl]acetamide). Procedure: A solution of 70 g of N-[2-(4-methoxyphenyl)ethyl]acetamide in 330 mL of acetic acid was introduced slowly into 350 mL of 70% nitric acid so that the temperature was between 30-35° C. The addition process took 1 hour. The mixture was stirred at 30-35° C. for additional 40 minutes and was then poured into 1500 mL of ice water. The resulting slurry was extracted with chloroform (2×400 mL). The organic phase was extracted with a saturated aqueous solution of NaHCO3 (2×400 mL) and then with water (2... Reaction SMILES: [CH3:1][O:2][C:3]1[CH:8]=[CH:7][C:6]([CH2:9][CH2:10][NH:11][C:12](=[O:14])[CH3:13])=[CH:5][CH:4]=1.[N+:15]([O-])([OH:17])=[O:16]>C(O)(=O)C>[CH3:1][O:2][C:3]1[CH:4]=[CH:5][C:6]([CH2:9][CH2:10][NH:11][C:12](=[O:14])[CH3:13])=[CH:7][C:8]=1[N+:15]([O-:17])=[O:16]. Run at temperature 32.5 celsius, time 1 hour.